This data is from the Open Reaction Database (ORD), a public repository of structured organic reaction records. The task is: describe an organic reaction: reactants, conditions, products, and yield The reactants are ClC1=NC(=NC2=CC=CC(=C12)C)C (4-chloro-2,5-dimethylquinazoline), COC(CN)OC (2,2-dimethoxyethylamine), COC(CN)OC (2,2-dimethoxyethylamine). The solvent is O1CCCC1 (tetrahydrofuran). Conditions: temperature 5 celsius. The product is COC(CNC1=NC(=NC2=CC=CC(=C12)C)C)OC (4-(2,2-dimethoxyethyl-amino)-2,5-dimethylquinazoline). RXN SMILES: Cl[C:2]1[C:11]2[C:6](=[CH:7][CH:8]=[CH:9][C:10]=2[CH3:12])[N:5]=[C:4]([CH3:13])[N:3]=1.[CH3:14][O:15][CH:16]([O:19][CH3:20])[CH2:17][NH2:18]>O1CCCC1>[CH3:14][O:15][CH:16]([O:19][CH3:20])[CH2:17][NH:18][C:2]1[C:11]2[C:6](=[CH:7][CH:8]=[CH:9][C:10]=2[CH3:12])[N:5]=[C:4]([CH3:13])[N:3]=1. Reported procedure: 4. 14.15 g of crude 4-chloro-2,5-dimethylquinazoline are suspended in 300 ml of tetrahydrofuran, cooled to 5° C. and treated with 16.5 ml of 2,2-dimethoxyethylamine while stirring. The mixture is stirred at room temperature for 24 h., a further 10 ml of 2,2-dimethoxyethylamine are added thereto and the mixture is stirred for a further 40 h. The reaction mixture is evaporated in vacuum and the residue is partitioned between chloroform and saturated aqueous sodium hydrogen carbonate solution. The ...